describe an organic reaction: reactants, conditions, products, and yield From a dataset of the Open Reaction Database (ORD), a public repository of structured organic reaction records. Reactants: O=C(O)C(=O)O, ClCCl, CC(C)n1c(=O)n(C(=O)NC2CCN(CCCOc3ccc(F)cc3)CC2)c2ccccc21, [Na+], [OH-], O. Product: Cl, CC(C)n1c(=O)n(C(=O)NC2CCN(CCCOc3ccc(F)cc3)CC2)c2ccccc21. Reaction SMILES: [C:1]([OH:2])(=[O:3])[C:4]([OH:5])=[O:6].[CH2:43]([Cl:44])[Cl:45].[F:7][c:8]1[cH:9][cH:10][c:11]([O:12][CH2:13][CH2:14][CH2:15][N:16]2[CH2:17][CH2:18][CH:19]([NH:22][C:23](=[O:24])[n:25]3[c:26](=[O:37])[n:27]([CH:34]([CH3:35])[CH3:36])[c:28]4[c:29]3[cH:30][cH:31][cH:32][cH:33]4)[CH2:20][CH2:21]2)[cH:38][cH:39]1.[Na+:41].[OH-:40].[OH2:42]>>[ClH:44].[F:7][c:8]1[cH:9][cH:10][c:11]([O:12][CH2:13][CH2:14][CH2:15][N:16]2[CH2:17][CH2:18][CH:19]([NH:22][C:23](=[O:24])[n:25]3[c:26](=[O:37])[n:27]([CH:34]([CH3:35])[CH3:36])[c:28]4[c:29]3[cH:30][cH:31][cH:32][cH:33]4)[CH2:20][CH2:21]2)[cH:38][cH:39]1. Starting materials: FC=1C=C(C=CC1F)[C@@H]1NC(O[C@H]1CO)=O ((4S,5R) 4-(3,4-difluorophenyl)-5-hydroxymethyl-oxazolidin-2-one), O1CCCC=C1 (2,3-dihydropyran), phorsulfonic acid, C(C)(=O)OCC (ethyl acetate), CCCCCC (hexane). Run in ClCCl (dichloromethane), ClCCl (dichloromethane). Reaction conditions: time 3 hour. Product: FC=1C=C(C=CC1F)[C@@H]1NC(O[C@H]1COC1OCCCC1)=O ((4S,5R)-4-(3,4-difluorophenyl)-5-(tetrahydropyran-2-yloxymethyl)-oxazolidin-2-one). Isolated yield 80.0%. As a reaction SMILES: [F:1][C:2]1[CH:3]=[C:4]([C@H:9]2[C@H:13]([CH2:14][OH:15])[O:12][C:11](=[O:16])[NH:10]2)[CH:5]=[CH:6][C:7]=1[F:8].[O:17]1[CH:22]=[CH:21][CH2:20][CH2:19][CH2:18]1.C(OCC)(=O)C.CCCCCC>ClCCl>[F:1][C:2]1[CH:3]=[C:4]([C@H:9]2[C@H:13]([CH2:14][O:15][CH:18]3[CH2:19][CH2:20][CH2:21][CH2:22][O:17]3)[O:12][C:11](=[O:16])[NH:10]2)[CH:5]=[CH:6][C:7]=1[F:8]. Procedure details: To a solution of (4S,5R) 4-(3,4-difluorophenyl)-5-hydroxymethyl-oxazolidin-2-one (695 mg, 3.0 mmol) in dry dichloromethane (30 mL) was added 2,3-dihydropyran (0.3 mL, 3.6 mmol) and cam phorsulfonic acid (70 mg, 0.3 mmol). The reaction mixture was stirred at ambient temperature for 3 h. The reaction mixture was diluted with dichloromethane (100 mL) and washed with saturated sodium bicarbonate solution (2×100 ml), brine (1×100 ml), dried over magnesium sulfate and filtered. The volatiles were remo... The reactants are ClC1=C(C=C2C(CC(OC2=C1)(COC1=CC=C(C=C1)[N+](=O)[O-])C)=O)O (7-chloro-6-hydroxy-2-methyl-2-(4-nitrophenoxymethyl)-4-oxochroman), C(C)(=O)OC(C)=O (acetic anhydride). Solvent: N1=CC=CC=C1 (pyridine). Product: C(C)(=O)OC=1C=C2C(CC(OC2=CC1Cl)(COC1=CC=C(C=C1)[N+](=O)[O-])C)=O (6-Acetoxy-7-chloro-2-methyl-2-(4-nitrophenoxymethyl)-4-oxochroman). As a reaction SMILES: [Cl:1][C:2]1[CH:11]=[C:10]2[C:5]([C:6](=[O:24])[CH2:7][C:8]([CH3:23])([CH2:12][O:13][C:14]3[CH:19]=[CH:18][C:17]([N+:20]([O-:22])=[O:21])=[CH:16][CH:15]=3)[O:9]2)=[CH:4][C:3]=1[OH:25].[C:26](OC(=O)C)(=[O:28])[CH3:27]>N1C=CC=CC=1>[C:26]([O:25][C:3]1[CH:4]=[C:5]2[C:10](=[CH:11][C:2]=1[Cl:1])[O:9][C:8]([CH3:23])([CH2:12][O:13][C:14]1[CH:15]=[CH:16][C:17]([N+:20]([O-:22])=[O:21])=[CH:18][CH:19]=1)[CH2:7][C:6]2=[O:24])(=[O:28])[CH3:27]. Procedure: A procedure similar to that described in Preparation 17 was repeated, except that 550 mg of 7-chloro-6-hydroxy-2-methyl-2-(4-nitrophenoxymethyl)-4-oxochroman (prepared as described in Preparation 34), 1 ml of acetic anhydride and 10 ml of pyridine were reacted, to afford 580 mg of the title compound as a pale yellow glassy substance. Reactants: CCCCCCO, CCOCC, [Ca+2], O=C([O-])[O-], O=CC(O)C(O)C(O)C(O)CO. Product: CCCCCCC1(O)OC(CO)C(O)C(O)C1O. Reaction SMILES: [CH2:1]([CH2:2][CH2:3][CH2:4][CH2:5][CH3:6])[OH:7].[CH2:25]([O:26][CH2:27][CH3:28])[CH3:29].[Ca+2:20].[O-:21][C:22](=[O:23])[O-:24].[O:8]=[CH:9][CH:10]([OH:11])[CH:12]([OH:13])[CH:14]([OH:15])[CH:16]([OH:17])[CH2:18][OH:19]>>[CH2:1]([CH2:2][CH2:3][CH2:4][CH2:5][CH3:6])[C:9]1([OH:8])[CH:10]([OH:11])[CH:12]([OH:13])[CH:14]([OH:15])[CH:16]([CH2:18][OH:19])[O:17]1. Starting materials: CC(=O)O[BH-](OC(C)=O)OC(C)=O, CC(=O)O, CC(Cl)Cl, O=Cc1ccc(Oc2ccc(C(F)(F)F)cc2)cc1, NCc1ccc(F)cc1, [Na+]. The product is Fc1ccc(CNCc2ccc(Oc3ccc(C(F)(F)F)cc3)cc2)cc1. As a reaction SMILES: [C:33]([O:34][BH-:35]([O:36][C:37](=[O:38])[CH3:39])[O:40][C:41](=[O:42])[CH3:43])(=[O:44])[CH3:45].[CH3:29][C:30](=[O:31])[OH:32].[Cl:47][CH:48]([Cl:49])[CH3:50].[F:1][C:2]([c:3]1[cH:4][cH:5][c:6]([O:7][c:8]2[cH:9][cH:10][c:11]([CH:12]=[O:13])[cH:14][cH:15]2)[cH:16][cH:17]1)([F:18])[F:19].[F:20][c:21]1[cH:22][cH:23][c:24]([CH2:27][NH2:28])[cH:25][cH:26]1.[Na+:46]>>[F:1][C:2]([c:3]1[cH:4][cH:5][c:6]([O:7][c:8]2[cH:9][cH:10][c:11]([CH2:12][NH:28][CH2:27][c:24]3[cH:23][cH:22][c:21]([F:20])[cH:26][cH:25]3)[cH:14][cH:15]2)[cH:16][cH:17]1)([F:18])[F:19].